The task is: describe an organic reaction: reactants, conditions, products, and yield. This data is from the Open Reaction Database (ORD), a public repository of structured organic reaction records. Starting materials: [N+](=O)([O-])C1=CC=C(COC(=O)NCCCOC2=CC3=C(CC(C(N(C3)C)=O)CC(=O)OC)C=C2)C=C1 (methyl (±)-8-[3-(4-nitrobenzyloxycarbonylamino)-1-propyloxy]-2-methyl-3-oxo-2,3,4,5-tetrahydro-1H-2-benzazepine-4-acetate), [H][H] (hydrogen). Reagents/catalysts: [Pd] (palladium on charcoal). The solvent is CCO (EtOH). Conditions: time 18 hour. The product is NCCCOC1=CC2=C(CC(C(N(C2)C)=O)CC(=O)OC)C=C1 (Methyl (±)-8-[3-amino-1-propyloxy]-2-methyl-3-oxo-2,3,4,5-tetrahydro-1H-2-benzazepine-4-acetate). The yield is 92.6%. RXN SMILES: [N+](C1C=CC(COC([NH:12][CH2:13][CH2:14][CH2:15][O:16][C:17]2[CH:34]=[CH:33][C:20]3[CH2:21][CH:22]([CH2:28][C:29]([O:31][CH3:32])=[O:30])[C:23](=[O:27])[N:24]([CH3:26])[CH2:25][C:19]=3[CH:18]=2)=O)=CC=1)([O-])=O.[H][H]>[Pd].CCO>[NH2:12][CH2:13][CH2:14][CH2:15][O:16][C:17]1[CH:34]=[CH:33][C:20]2[CH2:21][CH:22]([CH2:28][C:29]([O:31][CH3:32])=[O:30])[C:23](=[O:27])[N:24]([CH3:26])[CH2:25][C:19]=2[CH:18]=1. Procedure details: A mixture of methyl (±)-8-[3-(4-nitrobenzyloxycarbonylamino)-1-propyloxy]-2-methyl-3-oxo-2,3,4,5-tetrahydro-1H-2-benzazepine-4-acetate (1.4 g, 3 mmol), 10% palladium on charcoal (0.55 g, 0.6 mmol), and EtOH (20 mL) was stirred at RT under a balloon of hydrogen. After 18 hr, the mixture was filtered and the filtrate was concentrated to give the title compound (0.89 g, 99%) as a tan solid: MS (ES) m/e 321.4 (M+H)+. Reactants: O=CC1=CC=C(OC)C(OC)=C1. The reagents and catalysts are N1=CC=CC2=CC=CC(N)=C12, O1BOC(C)(C)C1(C)C, O1B(OC(C)(C)C1(C)C)B2OC(C)(C)C(O2)(C)C, NC(C)(C)C, C[OH2+].C[OH2+].C1CC=CCCC=C1.C1CC=CCCC=C1.[Ir].[Ir]. Solvent: O1CCCC1. Run at temperature 90 celsius, time 12 hour. Product: O=CC1=CC(OC)=C(OC)C=C1B2OC(C)(C)C(O2)(C)C. Yield: 84.0%. Reactants: NC1=CC=C(C=C1)CCCCO (4-aminobenzenebutanol), ClCCOCCCl (2-chloroethyl ether), [I-].[K+] (potassium iodide). Run in CN(C)C=O (DMF). The product is N1(CCOCC1)C1=CC=C(C=C1)CCCCO (4-(4-Morpholinyl)benzenebutanol). Reaction SMILES: [NH2:1][C:2]1[CH:7]=[CH:6][C:5]([CH2:8][CH2:9][CH2:10][CH2:11][OH:12])=[CH:4][CH:3]=1.Cl[CH2:14][CH2:15][O:16][CH2:17][CH2:18]Cl.[I-].[K+]>CN(C=O)C>[N:1]1([C:2]2[CH:3]=[CH:4][C:5]([CH2:8][CH2:9][CH2:10][CH2:11][OH:12])=[CH:6][CH:7]=2)[CH2:18][CH2:17][O:16][CH2:15][CH2:14]1 |f:2.3|. Procedure details: A mixture of 4-aminobenzenebutanol (7.5), 2-chloroethyl ether (6.5 g, 5.32 ml), DEA (11.74 g) and finely ground potassium iodide (15.0 g) was stirred in DMF (500 ml) at 100° under nitrogen for 65 h. The mixture was cooled, the solvent removed in vacuo at 55° and the residue partitioned between EA (250 ml) and water (100 ml). The aqueous layer was extracted with further EA (100 ml), the combined organic solutions washed with brine (150 ml), dried and evaporated onto FCC silica (15 g). The impregn... Reactants: C#CCBr, CCOC(=O)c1c[nH]cc1C(F)(F)F, [H-], [Na+], C1CCOC1, O. Yields the product C#CCn1cc(C(=O)OCC)c(C(F)(F)F)c1. Reaction SMILES: [CH2:17]([C:18]#[CH:19])[Br:20].[F:1][C:2]([c:3]1[cH:4][nH:5][cH:6][c:7]1[C:8](=[O:9])[O:10][CH2:11][CH3:12])([F:13])[F:14].[H-:15].[Na+:16].[O:22]1[CH2:23][CH2:24][CH2:25][CH2:26]1.[OH2:21]>>[F:1][C:2]([c:3]1[cH:4][n:5]([CH2:19][C:18]#[CH:17])[cH:6][c:7]1[C:8](=[O:9])[O:10][CH2:11][CH3:12])([F:13])[F:14]. Reagents/catalysts: CC(C)([P](C(C)(C)C)([Pd][P](C(C)(C)C)(C(C)(C)C)C(C)(C)C)C(C)(C)C)C (bis(tri-tert-butylphosphine)palladium). The product is FC1=CC(=CC=2C3=C(C(NC12)=O)SC=C3)OC (6-Fluoro-8-methoxythieno[2,3-c]quinolin-4(5H)-one). Procedure details: Following Step 3 from General Procedure A, tert-butyl 3-bromothiophene-2-carbonyl(2-fluoro-4-methoxyphenyl)carbamate (2.0 g, 4.6 mmol) was reacted with bis(tri-tert-butylphosphine)palladium (100 mg, 0.20 mmol) to afford the desired product (950 mg, 80%) as a dark brown solid: ESI MS m/z 250 [C12H8FNO2S+H]+. Yield: 82.9%. RXN SMILES: Br[C:2]1[CH:6]=[CH:5][S:4][C:3]=1[C:7]([N:9]([C:17]1[CH:22]=[CH:21][C:20]([O:23][CH3:24])=[CH:19][C:18]=1[F:25])C(=O)OC(C)(C)C)=[O:8]>CC(C)([P](C(C)(C)C)([Pd][P](C(C)(C)C)(C(C)(C)C)C(C)(C)C)C(C)(C)C)C>[F:25][C:18]1[C:17]2[NH:9][C:7](=[O:8])[C:3]3[S:4][CH:5]=[CH:6][C:2]=3[C:22]=2[CH:21]=[C:20]([O:23][CH3:24])[CH:19]=1 |^1:28,34|. Reactants: BrC1=C(SC=C1)C(=O)N(C(OC(C)(C)C)=O)C1=C(C=C(C=C1)OC)F (tert-butyl 3-bromothiophene-2-carbonyl(2-fluoro-4-methoxyphenyl)carbamate). Starting materials: CCOC(=O)CCC1CCCCN1S(=O)(=O)c1cc(C)c(Cl)cc1C, CO, [Li+], [OH-], O. Yields the product Cc1cc(S(=O)(=O)N2CCCCC2CCC(=O)O)c(C)cc1Cl. Reaction SMILES: [CH2:1]([CH3:2])[O:3][C:4]([CH2:5][CH2:6][CH:7]1[N:8]([S:13](=[O:14])(=[O:15])[c:16]2[c:17]([CH3:24])[cH:18][c:19]([Cl:23])[c:20]([CH3:22])[cH:21]2)[CH2:9][CH2:10][CH2:11][CH2:12]1)=[O:25].[CH3:28][OH:29].[Li+:26].[OH-:27].[OH2:30]>>[O:3]=[C:4]([CH2:5][CH2:6][CH:7]1[N:8]([S:13](=[O:14])(=[O:15])[c:16]2[c:17]([CH3:24])[cH:18][c:19]([Cl:23])[c:20]([CH3:22])[cH:21]2)[CH2:9][CH2:10][CH2:11][CH2:12]1)[OH:25]. Starting materials: C1(=CC=CC=C1)C(O)C1=CC=CC=C1 (Diphenylmethanol), [H-].[Na+] (sodium hydride), [N+](=O)([O-])C1=CC=[N+](C=C1)[O-] (4-nitropyridine-1-oxide). Run in CN(C=O)C (dimethylformamide), CN(C=O)C (dimethylformamide). The product is C1(=CC=CC=C1)C(OC1=CC=[N+](C=C1)[O-])C1=CC=CC=C1 (4-(Diphenylmethoxy)pyridine-1-oxide). As a reaction SMILES: [C:1]1([CH:7]([C:9]2[CH:14]=[CH:13][CH:12]=[CH:11][CH:10]=2)[OH:8])[CH:6]=[CH:5][CH:4]=[CH:3][CH:2]=1.[H-].[Na+].[N+]([C:20]1[CH:25]=[CH:24][N+:23]([O-:26])=[CH:22][CH:21]=1)([O-])=O>CN(C)C=O>[C:9]1([CH:7]([C:1]2[CH:2]=[CH:3][CH:4]=[CH:5][CH:6]=2)[O:8][C:20]2[CH:25]=[CH:24][N+:23]([O-:26])=[CH:22][CH:21]=2)[CH:10]=[CH:11][CH:12]=[CH:13][CH:14]=1 |f:1.2|. Reported procedure: Diphenylmethanol (18.4 g, 0.1 m) was added portionwise to a suspension of sodium hydride (2.4 g, 0.1 m) in dimethylformamide (300 ml) under nitrogen. After the reaction had ceased, the suspension was treated dropwise with a solution of 4-nitropyridine-1-oxide (14 g, 0.1 m) in dimethylformamide (500 ml). This caused the colour of the mixture to change from orange to dark blue. After a further twelve hours at room temperature, the mixture was filtered and evaporated under reduced pressure, leaving...